This data is from the Open Reaction Database (ORD), a public repository of structured organic reaction records. The task is: describe an organic reaction: reactants, conditions, products, and yield Reactants: C(CCCCCCCCC=C)(=O)O (undecylenic acid), [OH-].[K+].C(C)O (potassium hydroxide ethanol). Yields the product C(CCCCCCCCC=C)(=O)[O-].[K+] (potassium undecylenate), solid. The yield is 88.0%. Reaction SMILES: [C:1]([OH:13])(=[O:12])[CH2:2][CH2:3][CH2:4][CH2:5][CH2:6][CH2:7][CH2:8][CH2:9][CH:10]=[CH2:11].[OH-].[K+:15].C(O)C>>[C:1]([O-:13])(=[O:12])[CH2:2][CH2:3][CH2:4][CH2:5][CH2:6][CH2:7][CH2:8][CH2:9][CH:10]=[CH2:11].[K+:15] |f:1.2.3,4.5|. Reported procedure: To 1/2 N-potassium hydroxide/ethanol (200 mL) is added undecylenic acid (18.8 g, 0.102 mol) slowly dropwise at 0° C. with constant stirring. The volatile matter is then distilled off to give a crude product. This crude product is washed with acetone and heated in vacuo to provide potassium undecylenate of the following formula as white solid (8.88 g, yield 88%). Starting materials: [Br-], O=C([O-])[O-], CCOC(C)=O, CCCC[P+](CCCC)(CCCC)Cc1c(-c2ccc(F)cc2)nc(N(C)S(C)(=O)=O)nc1C(C)C, CN(C)C=O, CCCCCC, CON(C)C(=O)CC1CC(C=O)OC(C)(C)O1, [K+], [K+], O. Yields the product CON(C)C(=O)CC1CC(C=Cc2c(-c3ccc(F)cc3)nc(N(C)S(C)(=O)=O)nc2C(C)C)OC(C)(C)O1. As a reaction SMILES: [Br-:1].[C:60](=[O:61])([O-:62])[O-:63].[C:73]([O:74][CH2:75][CH3:76])(=[O:77])[CH3:78].[CH2:2]([P+:3]([CH2:4][CH2:5][CH2:6][CH3:30])([CH2:7][c:8]1[c:9](-[c:23]2[cH:24][cH:25][c:26]([F:29])[cH:27][cH:28]2)[n:10][c:11]([N:17]([S:18](=[O:19])(=[O:20])[CH3:21])[CH3:22])[n:12][c:13]1[CH:14]([CH3:15])[CH3:16])[CH2:31][CH2:32][CH2:33][CH3:34])[CH2:35][CH2:36][CH3:37].[CH3:55][N:56]([CH3:57])[CH:58]=[O:59].[CH3:67][CH2:68][CH2:69][CH2:70][CH2:71][CH3:72].[CH:38](=[O:39])[CH:40]1[CH2:41][CH:42]([CH2:48][C:49](=[O:50])[N:51]([CH3:52])[O:53][CH3:54])[O:43][C:44]([CH3:46])([CH3:47])[O:45]1.[K+:64].[K+:65].[OH2:66]>>[CH:7]([c:8]1[c:9](-[c:23]2[cH:24][cH:25][c:26]([F:29])[cH:27][cH:28]2)[n:10][c:11]([N:17]([S:18](=[O:19])(=[O:20])[CH3:21])[CH3:22])[n:12][c:13]1[CH:14]([CH3:15])[CH3:16])=[CH:38][CH:40]1[CH2:41][CH:42]([CH2:48][C:49](=[O:50])[N:51]([CH3:52])[O:53][CH3:54])[O:43][C:44]([CH3:46])([CH3:47])[O:45]1. Starting materials: CCCCC[C@@H](/C=C/[C@H]1[C@@H](CC(=O)[C@@H]1CCCCCCC(=O)O)O)O (PGE1), methyl ester, 15-methyl ether, C(C)(=O)O (acetic acid), [BH4-].[Na+] (sodium borohydride), CC(=O)C (Acetone). Run in CO (methanol), CO (methanol), CO (methanol). Yields the product CCCCC[C@@H](/C=C/[C@H]1[C@@H](C[C@@H]([C@@H]1CCCCCCC(=O)O)O)O)O (PGF1α), title compound. Reaction SMILES: [BH4-].[Na+].[CH3:3][CH2:4][CH2:5][CH2:6][CH2:7][C@H:8]([OH:27])/[CH:9]=[CH:10]/[C@@H:11]1[C@@H:16]([CH2:17][CH2:18][CH2:19][CH2:20][CH2:21][CH2:22][C:23]([OH:25])=[O:24])[C:14](=[O:15])[CH2:13][C@H:12]1[OH:26].CC(C)=O.C(O)(=O)C>CO>[CH3:3][CH2:4][CH2:5][CH2:6][CH2:7][C@H:8]([OH:27])/[CH:9]=[CH:10]/[C@@H:11]1[C@@H:16]([CH2:17][CH2:18][CH2:19][CH2:20][CH2:21][CH2:22][C:23]([OH:25])=[O:24])[C@@H:14]([OH:15])[CH2:13][C@H:12]1[OH:26] |f:0.1|. Procedure details: Refer to Chart E wherein E is --CH=CH--, R2 and R4 are methyl, V is ---(CH2)5 --, W is 1-pentyl, and ~ is either alpha or beta. A solution of sodium borohydride (0.6 g.) in 10 ml. of methanol at 0° C. is added to a solution of PGE1, methyl ester, 15-methyl ether (Example 5, 1.5 g.) in 60 ml. of methanol and the mixture is stirred at 0° C. for 30 minutes. Acetone (10 ml.) is added and the solution is made slightly acid with dilute acetic acid in methanol. The mixture is concentrated by evaporatio... Reactants: C(C1=CC=CC=C1)OC1=CC(=C(C=C1)C1=NN(C=C1C1=CC=NC=C1)CC(F)(F)F)F (4-[3-(4-Benzyloxy-2-fluoro-phenyl)-1-(2,2,2-trifluoro-ethyl)-1H-pyrazol-4-yl]-pyridine), FC(C(=O)O)(F)F (trifluoroacetic acid), C1(=CC=CC=C1)OC (anisole). Product: FC=1C=C(C=CC1C1=NN(C=C1C1=CC=NC=C1)CC(F)(F)F)O (3-Fluoro-4-[4-pyridin-4-yl-1-(2,2,2-trifluoro-ethyl)-1H-pyrazol-3-yl]-phenol). Isolated yield 77.7%. RXN SMILES: C([O:8][C:9]1[CH:14]=[CH:13][C:12]([C:15]2[C:19]([C:20]3[CH:25]=[CH:24][N:23]=[CH:22][CH:21]=3)=[CH:18][N:17]([CH2:26][C:27]([F:30])([F:29])[F:28])[N:16]=2)=[C:11]([F:31])[CH:10]=1)C1C=CC=CC=1.FC(F)(F)C(O)=O.C1(OC)C=CC=CC=1>>[F:31][C:11]1[CH:10]=[C:9]([OH:8])[CH:14]=[CH:13][C:12]=1[C:15]1[C:19]([C:20]2[CH:25]=[CH:24][N:23]=[CH:22][CH:21]=2)=[CH:18][N:17]([CH2:26][C:27]([F:28])([F:29])[F:30])[N:16]=1. Reported procedure: To 4-[3-(4-Benzyloxy-2-fluoro-phenyl)-1-(2,2,2-trifluoro-ethyl)-1H-pyrazol-4-yl]-pyridine (900 mg) was added trifluoroacetic acid (5.25 ml) and anisole (1.15 ml) and the reaction mixture heated at reflux for 18 h. The reaction mixture was quenched with with 1N NaOH, extracted 3× tetrahydrofuran, dried magnesium sulfate, filtered and concentrated. Purification via Biotage MPLC eluting with 5% methanol/1% ammonium hydroxide/ethyl acetate provided the title compound (552 mg). MS: (M+H m/z=338.2).